From a dataset of the Open Reaction Database (ORD), a public repository of structured organic reaction records. describe an organic reaction: reactants, conditions, products, and yield The reactants are Cl.C(C)N=C=NCCCN(C)C (1-Ethyl-3-(3-dimethylaminopropyl)carbodiimide hydrochloride), CNC (dimethylamine), FC=1C=CC(=C(C(=O)O)C1)C(F)(F)F (5-fluoro-2-(trifluoromethyl)benzoic acid), Cl.C(C)N=C=NCCCN(C)C (EDC), O.ON1N=NC2=C1C=CC=C2 (1-hydroxybenzotriazole monohydrate), [Cl-].[NH4+] (ammonium chloride). Run in ClCCl (dichloromethane). Reaction conditions: time 5 hour. The product is FC=1C=CC(=C(C(=O)N(C)C)C1)C(F)(F)F (5-Fluoro-N,N-dimethyl-2-(trifluoromethyl)benzamide). Isolated yield 61.0%. RXN SMILES: Cl.[CH2:2]([N:4]=[C:5]=NCCCN(C)C)C.O.ON1C2C=CC=CC=2N=N1.CNC.[F:27][C:28]1[CH:29]=[CH:30][C:31]([C:37]([F:40])([F:39])[F:38])=[C:32]([CH:36]=1)[C:33](O)=[O:34].[Cl-].[NH4+]>ClCCl>[F:27][C:28]1[CH:29]=[CH:30][C:31]([C:37]([F:40])([F:39])[F:38])=[C:32]([CH:36]=1)[C:33]([N:4]([CH3:5])[CH3:2])=[O:34] |f:0.1,2.3,6.7|. Procedure: 1-Ethyl-3-(3-dimethylaminopropyl)carbodiimide hydrochloride (hereinafter, referred to as EDC, 2.67 g, 13.93 mmol), 1-hydroxybenzotriazole monohydrate (140 mg, 0.91 mmol), and dimethylamine (2.0 M solution in THF, 10.0 mL, 20.0 mmol) were added at room temperature to a solution of 5-fluoro-2-(trifluoromethyl)benzoic acid (1.93 g, 9.27 mmol) in dichloromethane (50 mL), and the mixture was stirred at room temperature for 5 hours. A saturated ammonium chloride aqueous solution was added to the react... Reactants: [BH4-], CCCc1c(Cc2ccc(-c3ccccc3C#N)cc2)c(=O)n(C2CCC(=O)CC2)c2nc(C)nn12, CO, [Na+], C1CCOC1. Product: CCCc1c(Cc2ccc(-c3ccccc3C#N)cc2)c(=O)n(C2CCC(O)CC2)c2nc(C)nn12. As a reaction SMILES: [BH4-:39].[CH3:1][c:2]1[n:3][n:4]2[c:5]([n:6]([CH:29]3[CH2:30][CH2:31][C:32](=[O:35])[CH2:33][CH2:34]3)[c:7](=[O:28])[c:8]([CH2:13][c:14]3[cH:15][cH:16][c:17](-[c:20]4[c:21]([C:26]#[N:27])[cH:22][cH:23][cH:24][cH:25]4)[cH:18][cH:19]3)[c:9]2[CH2:10][CH2:11][CH3:12])[n:36]1.[CH3:37][OH:38].[Na+:40].[O:41]1[CH2:42][CH2:43][CH2:44][CH2:45]1>>[CH3:1][c:2]1[n:3][n:4]2[c:5]([n:6]([CH:29]3[CH2:30][CH2:31][CH:32]([OH:35])[CH2:33][CH2:34]3)[c:7](=[O:28])[c:8]([CH2:13][c:14]3[cH:15][cH:16][c:17](-[c:20]4[c:21]([C:26]#[N:27])[cH:22][cH:23][cH:24][cH:25]4)[cH:18][cH:19]3)[c:9]2[CH2:10][CH2:11][CH3:12])[n:36]1. Reactants: C(C)(C)(C)OC(=O)N1C=C(C=2C1=NC=CC2)CN(C)C (3-Dimethylaminomethyl-pyrrolo[2,3-b]pyridine-1-carboxylic acid tert-butyl ester), ClC(=O)OC(C)C (isopropyl chloroformate), O (water). Run in C1(=CC=CC=C1)C (toluene). Conditions: time 3 hour. Product: C(C)(C)(C)OC(=O)N1C=C(C=2C1=NC=CC2)CCl (3-Chloromethyl-pyrrolo[2,3-b]pyridine-1-carboxylic acid tert-butyl ester). RXN SMILES: [C:1]([O:5][C:6]([N:8]1[C:12]2=[N:13][CH:14]=[CH:15][CH:16]=[C:11]2[C:10]([CH2:17]N(C)C)=[CH:9]1)=[O:7])([CH3:4])([CH3:3])[CH3:2].[Cl:21]C(OC(C)C)=O.O>C1(C)C=CC=CC=1>[C:1]([O:5][C:6]([N:8]1[C:12]2=[N:13][CH:14]=[CH:15][CH:16]=[C:11]2[C:10]([CH2:17][Cl:21])=[CH:9]1)=[O:7])([CH3:4])([CH3:3])[CH3:2]. Procedure details: To 3-dimethylaminomethyl-pyrrolo[2,3-b]pyridine-1-carboxylic acid tert-butyl ester (511, 2.60 g, 9.44 mmol) in toluene (50.00 mL) was added isopropyl chloroformate (11.3 mL, 1.0M in toluene) under an atmosphere of nitrogen. The reaction was stirred at room temperature for 3 hours. The reaction was poured into water and extracted with ethyl acetate. The organic layer was dried over anhydrous sodium sulfate and filtered. The filtrate was concentrated and purified by silica gel column chromatograph... Starting materials: C(CCC)N(C(COC1=CC=C(C=C1)C[C@@H](C(=O)OCC)OCC)=O)CC1=C(C=C(C=C1)C(F)(F)F)F (ethyl(2S)-3-[4-(2-{butyl[2-fluoro-4-(trifluoromethyl)benzyl]amino}-2-oxoethoxy)phenyl]-2-ethoxypropanoate), [Li+].[OH-] (LiOH), Cl (HCl), Cl (HCl). The solvent is C(C)#N (acetonitrile). Run at time 8 hour. Yields the product C(CCC)N(C(COC1=CC=C(C=C1)C[C@@H](C(=O)O)OCC)=O)CC1=C(C=C(C=C1)C(F)(F)F)F ((2S)-3-[4-(2-{Butyl[2-fluoro-4-(trifluoromethyl)benzyl]amino}-2-oxoethoxy)phenyl]-2-ethoxypropanoic acid). Yield: 97.0%. RXN SMILES: [CH2:1]([N:5]([CH2:26][C:27]1[CH:32]=[CH:31][C:30]([C:33]([F:36])([F:35])[F:34])=[CH:29][C:28]=1[F:37])[C:6](=[O:25])[CH2:7][O:8][C:9]1[CH:14]=[CH:13][C:12]([CH2:15][C@H:16]([O:22][CH2:23][CH3:24])[C:17]([O:19]CC)=[O:18])=[CH:11][CH:10]=1)[CH2:2][CH2:3][CH3:4].[Li+].[OH-].Cl>C(#N)C>[CH2:1]([N:5]([CH2:26][C:27]1[CH:32]=[CH:31][C:30]([C:33]([F:34])([F:35])[F:36])=[CH:29][C:28]=1[F:37])[C:6](=[O:25])[CH2:7][O:8][C:9]1[CH:14]=[CH:13][C:12]([CH2:15][C@H:16]([O:22][CH2:23][CH3:24])[C:17]([OH:19])=[O:18])=[CH:11][CH:10]=1)[CH2:2][CH2:3][CH3:4] |f:1.2|. Reported procedure: To a solution of ethyl(2S)-3-[4-(2-{butyl[2-fluoro-4-(trifluoromethyl)benzyl]amino}-2-oxoethoxy)phenyl]-2-ethoxypropanoate (0.748 g, 1.42 mmol) in acetonitrile (70 mL) was added aqueous 0.10 M LiOH (35 mL) and the reaction mixture was stirred at room temperature overnight. After neutralisation with 5% HCl, the solvent volume was reduced in vacuo and the remaining aqueous phase was acidified with 5% HCl and extracted with ethyl acetate (3×100 mL). The combined organic phase was washed with brine ...